From a dataset of the Open Reaction Database (ORD), a public repository of structured organic reaction records. describe an organic reaction: reactants, conditions, products, and yield RXN SMILES: [C:6]([c:7]1[cH:8][cH:9][cH:10][cH:11][cH:12]1)(=[O:13])[Cl:14].[CH2:4]=[O:5].[K:1][C:2]#[N:3].[OH2:15]>>[C:2](#[N:3])[CH:4]([OH:5])[C:6]([c:7]1[cH:8][cH:9][cH:10][cH:11][cH:12]1)=[O:13]. Yields the product N#CC(O)C(=O)c1ccccc1. Reactants: O=C(Cl)c1ccccc1, C=O, N#C[K], O. Reactants: ClC1(C(=C(C(=C1Cl)Cl)Cl)Cl)Cl (hexachlorocyclopentadiene), C1(C=CC(C=C1)=O)=O (p-benzoquinone), crude product. The solvent is C1(=CC=CC=C1)C (toluene), C1(=CC=CC=C1)C (toluene). Yields the product ClC12C(=C(C(C3C(C=CC(C13)=O)=O)(C2(Cl)Cl)Cl)Cl)Cl (1,2,3,4,9,9-hexachloro-1,4,4a,8a-tetrahydro-1,4-methanonaphthalene-5,8-dione). Yield: 64.0%. RXN SMILES: [Cl:1][C:2]1([Cl:11])[C:6]([Cl:7])=[C:5]([Cl:8])[C:4]([Cl:9])=[C:3]1[Cl:10].[C:12]1(=[O:19])[CH:17]=[CH:16][C:15](=[O:18])[CH:14]=[CH:13]1>C1(C)C=CC=CC=1>[Cl:7][C:6]12[C:2]([Cl:11])([Cl:1])[C:3]([Cl:10])([CH:17]3[CH:16]1[C:15](=[O:18])[CH:14]=[CH:13][C:12]3=[O:19])[C:4]([Cl:9])=[C:5]2[Cl:8]. Procedure: A mixture of 54.6 g. (0.2 mole) of hexachlorocyclopentadiene, 21.6 g. (0.2 mole) of p-benzoquinone, and 10 ml. of toluene were placed in a 125 ml. round bottom flask and heated for three hours so that the toluene refluxed gently. At the end of this period the reaction mixture suddenly solidified completely, indicating completion of the reaction. The crude product was bright yellow. The damp material was transferred to a Buchner funnel, rinsed with absolute ethanol, dried on the funnel, and cryst... The reactants are COc1cc(C(=O)O)c([N+](=O)[O-])cc1OC, Cl, [K+], [OH-]. Product: COc1cc([N+](=O)[O-])c(C(=O)O)cc1O. As a reaction SMILES: [CH3:1][O:2][c:3]1[cH:4][c:5]([N+:14](=[O:15])[O-:16])[c:6]([C:7](=[O:8])[OH:9])[cH:10][c:11]1[O:12][CH3:13].[ClH:17].[K+:19].[OH-:18]>>[CH3:1][O:2][c:3]1[cH:4][c:5]([N+:14](=[O:15])[O-:16])[c:6]([C:7](=[O:8])[OH:9])[cH:10][c:11]1[OH:12]. Starting materials: CS(=O)(=O)OCCCC#C (pent-4-ynyl methanesulfonate), N1(CCNCC1)C1=NC=CC=N1 (2-(piperazin-1-yl)pyrimidine), C(C)(C)N(CC)C(C)C (diisoproylethylamine). The solvent is C1CCOC1 (THF). Product: C(CCC#C)N1CCN(CC1)C1=NC=CC=N1 (2-(4-(pent-4-ynyl)piperazin-1-yl)pyrimidine). The yield is 66.4%. Reaction SMILES: CS(O[CH2:6][CH2:7][CH2:8][C:9]#[CH:10])(=O)=O.[N:11]1([C:17]2[N:22]=[CH:21][CH:20]=[CH:19][N:18]=2)[CH2:16][CH2:15][NH:14][CH2:13][CH2:12]1.C(N(C(C)C)CC)(C)C>C1COCC1>[CH2:6]([N:14]1[CH2:15][CH2:16][N:11]([C:17]2[N:18]=[CH:19][CH:20]=[CH:21][N:22]=2)[CH2:12][CH2:13]1)[CH2:7][CH2:8][C:9]#[CH:10]. Reported procedure: A solution of pent-4-ynyl methanesulfonate (1.05 g), 2-(piperazin-1-yl)pyrimidine (1.02 g) and diisoproylethylamine (1.2 mL) in THF (5 mL) was heated to reflux overnight. The mixture was concentrated, diluted with aq. NaOH 2M (10 mL) and extracted with DCM (2×50 mL). Drying (Na2SO4) and silica gel flash chromatography (EtOAc/hexane 2:1→2:0) afforded 2-(4-(pent-4-ynyl)piperazin-1-yl)pyrimidine (0.95 g). Starting materials: CC1(OCC(O1)(C)C(C)=O)C (1-(2,2,4-Trimethyl-[1,3]dioxolan-4-yl)ethanone), C(C)OC(CC(=O)C1(OC(OC1)(C)C)C)OCC (3,3-diethoxy-1-(2,2,4-trimethyl-[1,3]dioxolan-4-yl)propan-1-one), S(=O)(=O)(O)O.NC=1NC=CN1 (2-aminoimidazole sulfate). Yields the product CC1(OCC(O1)(C)C1=NC=2N(C=C1)C=CN2)C (7-(2,2,4-trimethyl-[1,3]dioxolan-4-yl)imidazo[1,2-α]pyrimidine). Isolated yield 96.0%. Reaction SMILES: CC1(C)OC(C(=O)C)(C)CO1.C(O[CH:15](OCC)[CH2:16][C:17]([C:19]1([CH3:26])[CH2:23][O:22][C:21]([CH3:25])([CH3:24])[O:20]1)=O)C.S(O)(O)(=O)=O.[NH2:35][C:36]1[NH:37][CH:38]=[CH:39][N:40]=1>>[CH3:25][C:21]1([CH3:24])[O:20][C:19]([C:17]2[CH:16]=[CH:15][N:37]3[CH:38]=[CH:39][N:40]=[C:36]3[N:35]=2)([CH3:26])[CH2:23][O:22]1 |f:2.3|. Reported procedure: 1-(2,2,4-Trimethyl-[1,3]dioxolan-4-yl)ethanone was converted to 3,3-diethoxy-1-(2,2,4-trimethyl-[1,3]dioxolan-4-yl)propan-1-one as described in Example 3 then condensed with 2-aminoimidazole sulfate as in Example 2 to give 7-(2,2,4-trimethyl-[1,3]dioxolan-4-yl)imidazo[1,2-α]pyrimidine as a pale orange solid (7.10 g, 96%): δH (360 MHz, d6-DMSO) 1.31 (3H, s), 1.47 (3H, s), 1.57 (3H, s), 4.05 (1H, d, J 9), 4.49 (1H, d, J 9), 7.27 (1H, d, J 7), 7.71 (1H, d, J 1), 7.92 (1H, d, J 1), 8.98 (1H, d, J 7)... Starting materials: Cc1nn(C)c(Cl)c1S(=O)(=O)Cl, CCCCn1c(=O)n(Cc2ccccc2F)c(=O)c2[nH]c(Cc3ccc(N)cc3)nc21, c1ccncc1. Yields the product CCCCn1c(=O)n(Cc2ccccc2F)c(=O)c2[nH]c(Cc3ccc(NS(=O)(=O)c4c(C)nn(C)c4Cl)cc3)nc21. RXN SMILES: [Cl:32][c:33]1[c:34]([S:40](=[O:41])(=[O:42])[Cl:43])[c:35]([CH3:39])[n:36][n:37]1[CH3:38].[NH2:1][c:2]1[cH:3][cH:4][c:5]([CH2:6][c:7]2[n:8][c:9]3[n:10]([CH2:26][CH2:27][CH2:28][CH3:29])[c:11](=[O:25])[n:12]([CH2:17][c:18]4[c:19]([F:24])[cH:20][cH:21][cH:22][cH:23]4)[c:13](=[O:16])[c:14]3[nH:15]2)[cH:30][cH:31]1.[cH:44]1[cH:45][cH:46][n:47][cH:48][cH:49]1>>[NH:1]([c:2]1[cH:3][cH:4][c:5]([CH2:6][c:7]2[n:8][c:9]3[n:10]([CH2:26][CH2:27][CH2:28][CH3:29])[c:11](=[O:25])[n:12]([CH2:17][c:18]4[c:19]([F:24])[cH:20][cH:21][cH:22][cH:23]4)[c:13](=[O:16])[c:14]3[nH:15]2)[cH:30][cH:31]1)[S:40]([c:34]1[c:33]([Cl:32])[n:37]([CH3:38])[n:36][c:35]1[CH3:39])(=[O:41])=[O:42]. Reactants: CS(C)=O, O=[N+]([O-])c1cc(C(F)(F)F)ccc1Cl, [K+], O=[N+]([O-])c1ccccc1Oc1ccc2c(c1)CCC(c1ccccc1)O2, [OH-], Oc1ccc2c(c1)CCC(c1ccccc1)O2. The product is O=[N+]([O-])c1cc(C(F)(F)F)ccc1Oc1ccc2c(c1)CCC(c1ccccc1)O2. RXN SMILES: [CH3:60][S:61]([CH3:62])=[O:63].[Cl:46][c:47]1[cH:48][cH:49][c:50]([C:53]([F:54])([F:55])[F:56])[cH:51][c:52]1[N+:57]([O-:58])=[O:59].[K+:45].[N+:1](=[O:2])([O-:3])[c:4]1[c:5]([O:10][c:11]2[cH:12][c:13]3[c:18]([cH:19][cH:20]2)[O:17][CH:16]([c:21]2[cH:22][cH:23][cH:24][cH:25][cH:26]2)[CH2:15][CH2:14]3)[cH:6][cH:7][cH:8][cH:9]1.[OH-:44].[OH:27][c:28]1[cH:29][c:30]2[c:31]([cH:32][cH:33]1)[O:34][CH:35]([c:36]1[cH:37][cH:38][cH:39][cH:40][cH:41]1)[CH2:42][CH2:43]2>>[N+:1](=[O:2])([O-:3])[c:4]1[c:5]([O:10][c:11]2[cH:12][c:13]3[c:18]([cH:19][cH:20]2)[O:17][CH:16]([c:21]2[cH:22][cH:23][cH:24][cH:25][cH:26]2)[CH2:15][CH2:14]3)[cH:6][cH:7][c:8]([C:53]([F:54])([F:55])[F:56])[cH:9]1.